Dataset: the Open Reaction Database (ORD), a public repository of structured organic reaction records. Task: describe an organic reaction: reactants, conditions, products, and yield The solvent is CN1CCCC1=O (NMP). Product: O=C1NC(=NN1)C=1N=C(C2=CC=CC=C2C1)O[C@@H]1CN(CC1)C(=O)OC(C)(C)C ((S)-tert-butyl 3-((3-(5-oxo-4,5-dihydro-1H-1,2,4-triazol-3-yl)isoquinolin-1-yl)oxy)pyrrolidine-1-carboxylate). Starting materials: C(#N)C=1N=C(C2=CC=CC=C2C1)O[C@@H]1CN(CC1)C(=O)OC(C)(C)C ((S)-tert-Butyl 3-((3-cyanoisoquinolin-1-yl)oxy)pyrrolidine-1-carboxylate), N(N)C(=O)OCC (ethyl hydrazinecarboxylate), C1CCC2=NCCCN2CC1 (DBU). As a reaction SMILES: [C:1]([C:3]1[N:4]=[C:5]([O:13][C@H:14]2[CH2:18][CH2:17][N:16]([C:19]([O:21][C:22]([CH3:25])([CH3:24])[CH3:23])=[O:20])[CH2:15]2)[C:6]2[C:11]([CH:12]=1)=[CH:10][CH:9]=[CH:8][CH:7]=2)#[N:2].[NH:26]([C:28](OCC)=[O:29])[NH2:27].C1CCN2C(=NCCC2)CC1>CN1C(=O)CCC1>[O:29]=[C:28]1[NH:26][N:27]=[C:1]([C:3]2[N:4]=[C:5]([O:13][C@H:14]3[CH2:18][CH2:17][N:16]([C:19]([O:21][C:22]([CH3:25])([CH3:24])[CH3:23])=[O:20])[CH2:15]3)[C:6]3[C:11]([CH:12]=2)=[CH:10][CH:9]=[CH:8][CH:7]=3)[NH:2]1. Reported procedure: (S)-tert-Butyl 3-((3-cyanoisoquinolin-1-yl)oxy)pyrrolidine-1-carboxylate (4.670 g, 13.76 mmol), ethyl hydrazinecarboxylate (7.160 g, 68.80 mmol), DBU (1.037 mL, 6.88 mmol) and NMP (34.6 mL) were mixed in a 200 mL high pressure reaction vessel. The resulting suspension was heated at 170° C. overnight and was then cooled to room temperature. Crushed ice was added and the mixture was stirred. A yellow precipitate was collected by vacuum filtration, washed with additional water, and dried in a vacuu... Run at temperature 170 celsius. Starting materials: BrC1=C(C(=C(C#N)C=C1)F)F (4-bromo-2,3-difluorobenzonitrile), C[Si](C1=C(C(=CC=C1)F)F)(C)C (1-trimethylsilyl-2,3-difluorobenzene), nitrile, 1c, BrBr (bromine), 1-bromomagnesium 4-propylbenzene, O1CCCC1 (tetrahydrofuran), O1CCCC1 (tetrahydrofuran). Reagents/catalysts: Cl[Ni]([P](C1=CC=CC=C1)(C2=CC=CC=C2)C3=CC=CC=C3)([P](C4=CC=CC=C4)(C5=CC=CC=C5)C6=CC=CC=C6)Cl (bis-(triphenylphosphine)-nickel(II) chloride). Conditions: time 30 minute. Yields the product C(CC)C1=CC=C(C=C1)C1=C(C(=C(C=C1)C#N)F)F (4-propyl-2',3'-difluoro-4'-cyanobiphenyl). RXN SMILES: Br[C:2]1[CH:9]=[CH:8][C:5]([C:6]#[N:7])=[C:4]([F:10])[C:3]=1[F:11].C[Si](C)(C)[C:14]1[CH:19]=[CH:18][CH:17]=[C:16](F)[C:15]=1F.BrBr.O1C[CH2:29][CH2:28][CH2:27]1>Cl[Ni](Cl)([P](C1C=CC=CC=1)(C1C=CC=CC=1)C1C=CC=CC=1)[P](C1C=CC=CC=1)(C1C=CC=CC=1)C1C=CC=CC=1>[CH2:27]([C:14]1[CH:19]=[CH:18][C:17]([C:2]2[CH:9]=[CH:8][C:5]([C:6]#[N:7])=[C:4]([F:10])[C:3]=2[F:11])=[CH:16][CH:15]=1)[CH2:28][CH3:29] |^1:33,52|. Procedure: 0.1 mol of chlorotriisopropyl orthotitanate in 20 ml of tetrahydrofuran is added at 5° C. to a mixture of 1-bromomagnesium-4-propylbenzene (prepared from 0.1 mol of 4-propyl-bromobenzene and 0.1 mol of magnesium) and 90 ml of tetrahydrofuran and the mixture is stirred at 5° to 20° C. for 30 minutes. A mixture of 1.3 g of bis-(triphenylphosphine)-nickel(II) chloride and 0.1 mol of 4-bromo-2,3-difluorobenzonitrile (prepared from 1-trimethylsilyl-2,3-difluorobenzene by conversion into the nitrile a... Starting materials: [Cl-].[NH4+] (ammonium chloride), N1(CCC1)S(=O)(=O)N (azetidine-1-sulphonamide), C([O-])([O-])=O.[Cs+].[Cs+] (cesium carbonate), ClC1=NC(=NC(=C1)OC1COC(OC1)C1=CC=CC=C1)SCC1=C(C(=CC=C1)F)F (4-chloro-2-[[(2,3-difluorophenyl)-methyl]thio]-6-[(2-phenyl-1,3-dioxan-5-yl)oxy]-pyrimidine), ClC1=NC(=NC(=C1)O[C@H](C)[C@@H]1OC(OC1)(C)C)SCC1=C(C(=CC=C1)F)F (4-Chloro-2-[(2,3-difluorobenzyl)thio]-6-[(1R)-1-[(4R)-2,2-dimethyl-1,3-dioxolan-4-yl]ethoxy]pyrimidine). The reagents and catalysts are C=1C=CC(=CC1)/C=C/C(=O)/C=C/C2=CC=CC=C2.C=1C=CC(=CC1)/C=C/C(=O)/C=C/C2=CC=CC=C2.C=1C=CC(=CC1)/C=C/C(=O)/C=C/C2=CC=CC=C2.[Pd].[Pd] (tris(dibenzylideneacetone)-dipalladium (0)). The solvent is O1CCOCC1 (dioxane). Reaction conditions: temperature 100 celsius. The product is FC1=C(C=CC=C1F)CSC1=NC(=CC(=N1)NS(=O)(=O)N1CCC1)O[C@H](C)[C@@H]1OC(OC1)(C)C (N-[2-[[(2,3-Difluorophenyl)methyl]thio]-6-[(1R)-1-[(4R)-2,2-dimethyl-1,3-dioxolan-4-yl]ethoxy]-4-pyrimidinyl]-1-azetidinesulfonamide). RXN SMILES: [N:1]1([S:5]([NH2:8])(=[O:7])=[O:6])[CH2:4][CH2:3][CH2:2]1.C(=O)([O-])[O-].[Cs+].[Cs+].ClC1C=C(OC2COC(C3C=CC=CC=3)OC2)N=C(SCC2C=CC=C(F)C=2F)N=1.Cl[C:46]1[CH:51]=[C:50]([O:52][C@@H:53]([C@H:55]2[CH2:59][O:58][C:57]([CH3:61])([CH3:60])[O:56]2)[CH3:54])[N:49]=[C:48]([S:62][CH2:63][C:64]2[CH:69]=[CH:68][CH:67]=[C:66]([F:70])[C:65]=2[F:71])[N:47]=1.[Cl-].[NH4+]>O1CCOCC1.C1C=CC(/C=C/C(/C=C/C2C=CC=CC=2)=O)=CC=1.C1C=CC(/C=C/C(/C=C/C2C=CC=CC=2)=O)=CC=1.C1C=CC(/C=C/C(/C=C/C2C=CC=CC=2)=O)=CC=1.[Pd].[Pd]>[F:71][C:65]1[C:66]([F:70])=[CH:67][CH:68]=[CH:69][C:64]=1[CH2:63][S:62][C:48]1[N:47]=[C:46]([NH:8][S:5]([N:1]2[CH2:4][CH2:3][CH2:2]2)(=[O:7])=[O:6])[CH:51]=[C:50]([O:52][C@@H:53]([C@H:55]2[CH2:59][O:58][C:57]([CH3:60])([CH3:61])[O:56]2)[CH3:54])[N:49]=1 |f:1.2.3,6.7,9.10.11.12.13|. Reported procedure: A mixture of azetidine-1-sulphonamide (prepared according to patent WO 2004/011443, 0.20 g), tris(dibenzylideneacetone)-dipalladium (0) (33 mg), 2-dicyclohexylphosphino-2′,4′,6′-tri-isopropyl-1,1′-diphenyl (XPHOS) (17 mg), cesium carbonate (0.18 g) and 4-chloro-2-[[(2,3-difluorophenyl)-methyl]thio]-6-[(2-phenyl-1,3-dioxan-5-yl)oxy]-pyrimidine (the product of step v) (0.15 g) in dioxane (5 mL) was heated at reflux in a microwave at 100° C., 300 W, open vessel with cooling for 25 min. Saturated aq... The reactants are C1=CC=CC=2C(C3=C(C=CC21)C=CC=C3)C=3C(NC(N(C3)CC=3SC=C(N3)C(=O)OCC)=O)=O (2-[[5-{5H-Dibenzo[a,d]cyclohepten-5-yl}-3,4-dihydro-2,4-dioxo-1(2H)-pyrimidinyl]methyl]-4-thiazolecarboxylic acid, ethyl ester), COC=1C=CC(=CC1)P2(=S)SP(=S)(S2)C=3C=CC(=CC3)OC (Lawesson's reagent). The solvent is O1CCOCC1 (1,4-dioxane), C(C)(=O)OCC (ethyl acetate). The product is C1=CC=CC=2C(C3=C(C=CC21)C=CC=C3)C=3C(NC(N(C3)CC=3SC=C(N3)C(=O)OCC)=O)=S (2-[[5-{5H-Dibenzo[a,d]cyclohepten-5-yl}-3,4-dihydro-2-oxo-4-thioxo-1(2H)-pyrimidinyl]methyl]-4-thiazolecarboxylic acid, ethyl ester). As a reaction SMILES: [CH:1]1[C:11]2[CH:10]=[CH:9][C:8]3[CH:12]=[CH:13][CH:14]=[CH:15][C:7]=3[CH:6]([C:16]3[C:17](=O)[NH:18][C:19](=[O:33])[N:20]([CH2:22][C:23]4[S:24][CH:25]=[C:26]([C:28]([O:30][CH2:31][CH3:32])=[O:29])[N:27]=4)[CH:21]=3)[C:5]=2[CH:4]=[CH:3][CH:2]=1.COC1C=CC(P2(SP(C3C=CC(OC)=CC=3)(=S)S2)=[S:44])=CC=1>O1CCOCC1.C(OCC)(=O)C>[CH:3]1[C:4]2[CH:10]=[CH:9][C:8]3[CH:12]=[CH:13][CH:14]=[CH:15][C:7]=3[CH:6]([C:16]3[C:17](=[S:44])[NH:18][C:19](=[O:33])[N:20]([CH2:22][C:23]4[S:24][CH:25]=[C:26]([C:28]([O:30][CH2:31][CH3:32])=[O:29])[N:27]=4)[CH:21]=3)[C:5]=2[CH:11]=[CH:1][CH:2]=1. Procedure details: A mixture of the product of step (iv) (2.1 g) and Lawesson's reagent (1.78 g) in dry 1,4-dioxane (36 ml) was heated at reflux for 16 hours. After cooling, the reaction mixture was diluted with ethyl acetate and washed with water. The organic layer was dried MgSO4) and evaporated under reduced pressure. Purification was by chromatography eluting with 50% ethyl acetate in isohexane. Yield 1.5 g. Starting materials: BrC=1C=C2C(=C(C=NC2=CC1)C(=O)C1CC1)N[C@H]1CC[C@H](CC1)NC(OC(C)(C)C)=O (tert-butyl cis-4-[6-bromo-3-(cyclopropanecarbonyl)quinolin-4-ylamino]cyclohexylcarbamate), COC1=C(C=CC(=C1)B1OC(C(O1)(C)C)(C)C)O (2-methoxy-4-(4,4,5,5-tetramethyl-1,3,2-dioxaborolan-2-yl)phenol). Yields the product C1(CC1)C(=O)C=1C=NC2=CC=C(C=C2C1N[C@H]1CC[C@H](CC1)NC(OC(C)(C)C)=O)C1=CC(=C(C=C1)O)OC (tert-Butyl cis-4-[3-(cyclopropanecarbonyl)-6-(4-hydroxy-3-methoxyphenyl)quinolin-4-ylamino]cyclohexylcarbamate). Isolated yield 98.6%. Reaction SMILES: Br[C:2]1[CH:3]=[C:4]2[C:9](=[CH:10][CH:11]=1)[N:8]=[CH:7][C:6]([C:12]([CH:14]1[CH2:16][CH2:15]1)=[O:13])=[C:5]2[NH:17][C@@H:18]1[CH2:23][CH2:22][C@H:21]([NH:24][C:25](=[O:31])[O:26][C:27]([CH3:30])([CH3:29])[CH3:28])[CH2:20][CH2:19]1.[CH3:32][O:33][C:34]1[CH:39]=[C:38](B2OC(C)(C)C(C)(C)O2)[CH:37]=[CH:36][C:35]=1[OH:49]>>[CH:14]1([C:12]([C:6]2[CH:7]=[N:8][C:9]3[C:4]([C:5]=2[NH:17][C@@H:18]2[CH2:23][CH2:22][C@H:21]([NH:24][C:25](=[O:31])[O:26][C:27]([CH3:29])([CH3:30])[CH3:28])[CH2:20][CH2:19]2)=[CH:3][C:2]([C:38]2[CH:37]=[CH:36][C:35]([OH:49])=[C:34]([O:33][CH3:32])[CH:39]=2)=[CH:11][CH:10]=3)=[O:13])[CH2:16][CH2:15]1. Procedure details: Following general procedure F, tert-butyl cis-4-[6-bromo-3-(cyclopropanecarbonyl)quinolin-4-ylamino]cyclohexylcarbamate (40 mg, 0.082 mmol) was reacted with 2-methoxy-4-(4,4,5,5-tetramethyl-1,3,2-dioxaborolan-2-yl)phenol (31 mg, 0.124 mmol) to afford the crude product (43 mg) as a yellow solid: ESI MS m/z 532 [C31H37N3O5+H]+. Reaction conditions: temperature 55 celsius, time 19 hour. Reactants: C1(=CC=CC=C1)COC(=O)N[C@@H](CC1=CNC2=CC=CC=C12)C(=O)O (N-[(phenylmethoxy)carbonyl]-L-tryptophan), N[C@@H](CC1=CNC2=CC=CC=C12)C(=O)O (L-tryptophan), C(=O)(OCC1=CC=CC=C1)Cl (CBZCl), [OH-].[Na+] (NaOH), C(=O)([O-])[O-].[K+].[K+] (K2CO3), C(C)(C)(C)Br (tert-butyl bromide). Solvent: O (H2O), O (H2O), CC(=O)N(C)C (dimethylacetamide). Yield: 99.0%. The product is CC(C)(C)OC([C@@H](NC(=O)OCC1=CC=CC=C1)CC1=CNC2=CC=CC=C12)=O (N-[(Phenylmethoxy)carbonyl]-L-tryptophan 1,1-Dimethylethyl Ester). Reagents/catalysts: [Cl-].C(C1=CC=CC=C1)[N+](CC)(CC)CC (benzyltriethylammonium chloride). Reaction SMILES: [C:1]1([CH2:7][O:8][C:9]([NH:11][C@H:12]([C:23]([OH:25])=[O:24])[CH2:13][C:14]2[C:22]3[C:17](=[CH:18][CH:19]=[CH:20][CH:21]=3)[NH:16][CH:15]=2)=[O:10])[CH:6]=[CH:5][CH:4]=[CH:3][CH:2]=1.N[C@H](C(O)=O)[CH2:28][C:29]1[C:37]2C(=CC=CC=2)N[CH:30]=1.C(Cl)(OCC1C=CC=CC=1)=O.[OH-].[Na+].C([O-])([O-])=O.[K+].[K+].C(Br)(C)(C)C>O.[Cl-].C([N+](CC)(CC)CC)C1C=CC=CC=1.CC(N(C)C)=O>[CH3:28][C:29]([O:24][C:23](=[O:25])[C@H:12]([CH2:13][C:14]1[C:22]2[C:17](=[CH:18][CH:19]=[CH:20][CH:21]=2)[NH:16][CH:15]=1)[NH:11][C:9]([O:8][CH2:7][C:1]1[CH:6]=[CH:5][CH:4]=[CH:3][CH:2]=1)=[O:10])([CH3:37])[CH3:30] |f:3.4,5.6.7,10.11|. Reported procedure: To a suspension of N-[(phenylmethoxy)carbonyl]-L-tryptophan (33.27 g; 98.32 mol) (previously prepared by reacting L-tryptophan with CBZCl, in H2O and 1N NaOH), benzyltriethylammonium chloride (BTEAC) (22.4 g; 98.32 mol) and K2CO3 (176.91 g; 1.28 mol) in dimethylacetamide (750 mL) is added tert-butyl bromide (265 mL; 2.36 mol). The solution is heated to 55° C. and vigorously stirred for 19 hours. The mixture is then cooled to room temperature, diluted with H2O (3L) and then extracted with EtOAc (... Reactants: ClC1=CC(=CC=C1)C(=O)OO (3-chloroperbenzoic acid), COC1=CC=C(C=C1)C=1N=C(NC1C1=CC=C(C=C1)OC)SC1=CC(=CC=C1)OC (4,5-bis(4-methoxyphenyl)-2-(3-methoxyphenylthio)imidazole). Solvent: ClCCl (dichloromethane), ClCCl (dichloromethane). Run at time 3 hour. Product: COC1=CC=C(C=C1)C=1N=C(NC1C1=CC=C(C=C1)OC)S(=O)C1=CC(=CC=C1)OC (4,5-bis(4-methoxyphenyl)-2-(3-methoxyphenylsulfinyl)imidazole). Isolated yield 91.0%. As a reaction SMILES: ClC1C=CC=C(C(OO)=[O:9])C=1.[CH3:12][O:13][C:14]1[CH:19]=[CH:18][C:17]([C:20]2[N:21]=[C:22]([S:33][C:34]3[CH:39]=[CH:38][CH:37]=[C:36]([O:40][CH3:41])[CH:35]=3)[NH:23][C:24]=2[C:25]2[CH:30]=[CH:29][C:28]([O:31][CH3:32])=[CH:27][CH:26]=2)=[CH:16][CH:15]=1>ClCCl>[CH3:12][O:13][C:14]1[CH:15]=[CH:16][C:17]([C:20]2[N:21]=[C:22]([S:33]([C:34]3[CH:39]=[CH:38][CH:37]=[C:36]([O:40][CH3:41])[CH:35]=3)=[O:9])[NH:23][C:24]=2[C:25]2[CH:26]=[CH:27][C:28]([O:31][CH3:32])=[CH:29][CH:30]=2)=[CH:18][CH:19]=1. Procedure: A solution of 2.164 g of 3-chloroperbenzoic acid (80%) in 150 ml of dichloromethane is added dropwise to a solution of 4.19 g of 4,5-bis(4-methoxyphenyl)-2-(3-methoxyphenylthio)imidazole in 100 ml of dichloromethane. The solution is stirred for 3 hours at room temperature, washed with sodium bicarbonate solution, dried over sodium sulfate, and concentrated to dryness under vacuum. The residue is chromatographed on 150 g of silica gel with acetone/hexane, thus obtaining 3.96 g of 4,5-bis(4-methox... Reactants: C(CCC)[Li] (butyl lithium), [NH4+].[Cl-] (NH4Cl), COC=1SC=CC1 (2-Methoxythiophene), S1C(=CC=C1)[Li] (thienyl lithium), C(C(=O)OCC)(=O)OCC (diethyl oxalate). Solvent: CCCCCC (hexane), C1CCOC1 (THF), C1CCOC1 (THF). Reaction conditions: time 15 hour. Yields the product C(C)OC(C(=O)C=1SC(=CC1)OC)=O (5-methoxy-2-thiopheneglyoxylic acid ethyl ester). RXN SMILES: [CH3:1][O:2][C:3]1[S:4][CH:5]=[CH:6][CH:7]=1.C([Li])CCC.S1C=CC=C1[Li].[C:19](OCC)(=[O:25])[C:20]([O:22][CH2:23][CH3:24])=[O:21].[NH4+].[Cl-]>C1COCC1.CCCCCC>[CH2:23]([O:22][C:20](=[O:21])[C:19]([C:5]1[S:4][C:3]([O:2][CH3:1])=[CH:7][CH:6]=1)=[O:25])[CH3:24] |f:4.5|. Procedure details: 2-Methoxythiophene (15.4 g) is dissolved in 100 ml anhydrous THF and butyl lithium (0.135 moles) in hexane is added dropwise. The solution is stirred at room temperature 15 hr and then heated at reflux for 1 hr. After cooling, the clear solution is tranferred to a dropping funnel by means of a siphon. The solution of thienyl lithium is added dropwise to a solution of diethyl oxalate (19.7 g) in 150 ml THF at -78° C. After stirring 2 hr at -78° C, the mixture is brought to -10° C and treated with... Reactants: [BH4-].[Na+] (sodium tetrahydroborate), C(C)(=O)C=1C(=C(C(=C(C1)Cl)Cl)C1CN(C1)C(=O)OC(C)(C)C)OC (tert-butyl 3-(3-acetyl-5,6-dichloro-2-methoxyphenyl)azetidine-1-carboxylate), C(C)O (ethanol), N (ammonia). Yield: 97.0%. The reagents and catalysts are CC([O-])C.CC([O-])C.CC([O-])C.CC([O-])C.[Ti+4] (titanium tetraisopropoxide). Reaction SMILES: [C:1]([C:4]1[C:5]([O:23][CH3:24])=[C:6]([CH:12]2[CH2:15][N:14]([C:16]([O:18][C:19]([CH3:22])([CH3:21])[CH3:20])=[O:17])[CH2:13]2)[C:7]([Cl:11])=[C:8]([Cl:10])[CH:9]=1)(=O)[CH3:2].C(O)C.[BH4-].[Na+].[NH3:30]>CC(C)[O-].CC(C)[O-].CC(C)[O-].CC(C)[O-].[Ti+4]>[NH2:30][CH:1]([C:4]1[C:5]([O:23][CH3:24])=[C:6]([CH:12]2[CH2:15][N:14]([C:16]([O:18][C:19]([CH3:22])([CH3:21])[CH3:20])=[O:17])[CH2:13]2)[C:7]([Cl:11])=[C:8]([Cl:10])[CH:9]=1)[CH3:2] |f:2.3,5.6.7.8.9|. Reported procedure: A solution of tert-butyl 3-(3-acetyl-5,6-dichloro-2-methoxyphenyl)azetidine-1-carboxylate (1.0 g, 2.7 mmol) in 2.0 M ammonia in ethanol (13 mL, 27 mmol) at 0° C. was treated with titanium tetraisopropoxide (1.6 mL, 5.3 mmol) and stirred at 60° C. overnight. The reaction mixture was treated with sodium tetrahydroborate (0.15 g, 4.0 mmol) at 0° C. and the solution was stirred at room temperature for another 1 hour. The reaction mixture was quenched with 2 M ammonia in water and filtered. The solid... The product is NC(C)C=1C(=C(C(=C(C1)Cl)Cl)C1CN(C1)C(=O)OC(C)(C)C)OC (tert-Butyl 3-[3-(1-aminoethyl)-5,6-dichloro-2-methoxyphenyl]azetidine-1-carboxylate). Run at temperature 60 celsius, time 8 hour. The reactants are N1[C@H](C(=O)O)CCC1.C(C1=CC=CC=C1)NC([C@@H](N)[C@@H](C)CC)=O (L-proline L-isoleucine benzylamide), C(C1=CC=CC=C1)[NH-] (benzylamide), 2-norbornyl α-chloromethyl ketone, C12C(CC(CC1)C2)C(=O)O (2-norbornanecarboxylic acid). Yields the product N[C@@H]([C@@H](C)CC)C(=O)O (L-isoleucine). Isolated yield 164.4%. Reaction SMILES: [NH:1]1[CH2:8][CH2:7][CH2:6][C@H:2]1[C:3]([OH:5])=[O:4].[CH2:9](NC(=O)[C@H]([C@H](CC)C)N)C1C=CC=CC=1.C12CC(CC1)CC2C(O)=O.C([NH-])C1C=CC=CC=1>>[NH2:1][C@H:2]([C:3]([OH:5])=[O:4])[C@H:6]([CH2:7][CH3:8])[CH3:9] |f:0.1|. Procedure details: Using the procedure described in Example 5, treatment of L-proline-L-isoleucine benzylamide (100 mg, 0.32 mmol) with 2-norbornyl α-chloromethyl ketone (82 mg, 0.48 mmol, 1.5 eq; prepared from 2-norbornanecarboxylic acid by the method described in Example 1) provided 69 mg of L-isoleucine, N-[1-(2-bicyclo[2.2.1]hept-2-yl)-2-oxoethyl)-L-prolyl] benzylamide.